This data is from the Open Reaction Database (ORD), a public repository of structured organic reaction records. The task is: describe an organic reaction: reactants, conditions, products, and yield Reactants: O=C1COCC(=O)O1, C1CCOC1, COC(=O)c1cc(-c2ccccc2)ccc1N. Reaction SMILES: [C:18]1(=[O:25])[CH2:19][O:20][CH2:21][C:22](=[O:23])[O:24]1.[CH2:26]1[O:27][CH2:28][CH2:29][CH2:30]1.[NH2:1][c:2]1[c:3]([C:14](=[O:15])[O:16][CH3:17])[cH:4][c:5](-[c:8]2[cH:9][cH:10][cH:11][cH:12][cH:13]2)[cH:6][cH:7]1>>[NH:1]([c:2]1[c:3]([C:14](=[O:15])[O:16][CH3:17])[cH:4][c:5](-[c:8]2[cH:9][cH:10][cH:11][cH:12][cH:13]2)[cH:6][cH:7]1)[C:22]([CH2:21][O:20][CH2:19][C:18](=[O:24])[OH:25])=[O:23]. Yields the product COC(=O)c1cc(-c2ccccc2)ccc1NC(=O)COCC(=O)O.